This data is from the Open Reaction Database (ORD), a public repository of structured organic reaction records. The task is: describe an organic reaction: reactants, conditions, products, and yield Reactants: ClC(Cl)Cl, ClCCl, Cl, Cl, O=C(Oc1cccnc1)N1CCNCC1, O=S(=O)(Cl)c1ccccc1. Yields the product O=C(Oc1cccnc1)N1CCN(S(=O)(=O)c2ccccc2)CC1. Reaction SMILES: [CH:31]([Cl:32])([Cl:33])[Cl:34].[Cl:11][CH2:12][Cl:13].[ClH:14].[ClH:15].[N:16]1([C:22](=[O:23])[O:24][c:25]2[cH:26][n:27][cH:28][cH:29][cH:30]2)[CH2:17][CH2:18][NH:19][CH2:20][CH2:21]1.[c:1]1([S:7](=[O:8])(=[O:9])[Cl:10])[cH:2][cH:3][cH:4][cH:5][cH:6]1>>[c:1]1([S:7](=[O:8])(=[O:9])[N:19]2[CH2:18][CH2:17][N:16]([C:22](=[O:23])[O:24][c:25]3[cH:26][n:27][cH:28][cH:29][cH:30]3)[CH2:21][CH2:20]2)[cH:2][cH:3][cH:4][cH:5][cH:6]1. Reaction SMILES: [CH3:1][C:2]([C:8]1[CH:9]=[C:10]2[C:15](=[C:16]([C:18]3[CH:19]=[C:20]([CH2:24][C:25]([C:27]4[CH:32]=[CH:31][C:30]([S:33]([CH3:36])(=[O:35])=[O:34])=[CH:29][CH:28]=4)=O)[CH:21]=[CH:22][CH:23]=3)[CH:17]=1)[N:14]=[CH:13][CH:12]=[CH:11]2)([S:4]([CH3:7])(=[O:6])=[O:5])[CH3:3].[NH3:37].[C:38]([O:42]C)(=O)[C:39]#[CH:40]>CO>[CH3:1][C:2]([C:8]1[CH:9]=[C:10]2[C:15](=[C:16]([C:18]3[CH:19]=[C:20]([C:24]4[CH:40]=[CH:39][C:38](=[O:42])[NH:37][C:25]=4[C:27]4[CH:32]=[CH:31][C:30]([S:33]([CH3:36])(=[O:35])=[O:34])=[CH:29][CH:28]=4)[CH:21]=[CH:22][CH:23]=3)[CH:17]=1)[N:14]=[CH:13][CH:12]=[CH:11]2)([S:4]([CH3:7])(=[O:6])=[O:5])[CH3:3]. Procedure details: To a suspension of ketone from EXAMPLE 1, step 3 in MeOH (0.15M) at 0° C. was condensed NH3 (30% volume) and added methyl propiolate (6 eq). The reaction mixture was heated in a pressure tube at 150° C. for 5 h, cooled to rt and concentrated to dryness. The residue was purified by flash chromatography (EtOH:EtOAc, 12:88) to afforded the title compound. The solvent is CO (MeOH). Run at temperature 150 celsius. Product: CC(C)(S(=O)(=O)C)C=1C=C2C=CC=NC2=C(C1)C=1C=C(C=CC1)C=1C=CC(NC1C1=CC=C(C=C1)S(=O)(=O)C)=O (5-(3-{6-[1-methyl-1-(methylsulfonyl)ethyl]quinolin-8-yl}phenyl)-6-[4-(methylsulfonyl)phenyl]pyridin-2(1H)-one). Reactants: N (NH3), CC(C)(S(=O)(=O)C)C=1C=C2C=CC=NC2=C(C1)C=1C=C(C=CC1)CC(=O)C1=CC=C(C=C1)S(=O)(=O)C (2-(3-{6-[1-methyl-1-(methylsulfonyl)ethyl]quinolin-8-yl}phenyl)-1-[4-(methylsulfonyl)phenyl]ethanone), C(C#C)(=O)OC (methyl propiolate). Reactants: Cl (hydrochloric acid), [O-2].[O-2].[O-2].[O-2].[O-2].[V+5].[V+5] (vanadium pentoxide), [Ti].[V] (vanadium-titanium), vanadium-titaninium, solution, [OH-].[NH4+] (ammonium hydroxide), [Ti](Cl)(Cl)(Cl)Cl (titanium tetrachloride). As a reaction SMILES: [O-2:1].[O-2].[O-2].[O-2].[O-2].[V+5:6].[V+5].Cl.[Ti:9](Cl)(Cl)(Cl)Cl.[OH-].[NH4+].[Ti].[V]>O>[O-2:1].[V+5:6].[O-2:1].[O-2:1].[O-2:1].[O-2:1].[V+5:6].[O-2:1].[Ti+4:9].[O-2:1] |f:0.1.2.3.4.5.6,9.10,11.12,14.15.16.17.18.19.20.21.22.23|. Solvent: O (water), O (water). Reaction conditions: time 16 hour. Procedure details: 133 g. of vanadium pentoxide was added to a solution prepared from 635 ml of concentrated hydrochloric acid and 340 ml of water and stirred until a homogeneous solution formed. To this solution, 277 g. of titanium tetrachloride was added slowly over a 2 hour period while maintaining the temperature below 40° C. in an inert nitrogen environment. This vanadium-titaninium solution was then added concurrently with 700 ml of an 8 percent solution of ammonium hydroxide solution to 450 ml of water whic... Yields the product [O-2].[V+5].[O-2].[O-2].[O-2].[O-2].[V+5].[O-2].[Ti+4].[O-2] (vanadium oxide titanium oxide). Starting materials: O (water), ICC1(CC=2C(=C(C=3CC(NC3C2C)(C)C)C)O1)C (3,5,6,7-tetrahydro-2-(iodomethyl)-2,4,6,6,8-pentamethyl-2H-furo[2,3-f]indole), C1(=CC=CC=C1)C1CCNCC1 (4-phenylpiperidine), [K] (potassium). The solvent is CN(C(C)=O)C (N,N-dimethylacetamide). Run at temperature 180 celsius, time 3 hour. The product is CC1(CC=2C(=C(C=3CC(NC3C2C)(C)C)C)O1)CN1CCC(CC1)C1=CC=CC=C1 (3,5,6,7-Tetrahydro-2,4,6,6,8-pentamethyl-2-[(4-phenylpiperidino)methyl]-2H-furo[2,3-f]indole). Isolated yield 61.5%. RXN SMILES: I[CH2:2][C:3]1([CH3:19])[O:18][C:6]2=[C:7]([CH3:17])[C:8]3[CH2:9][C:10]([CH3:16])([CH3:15])[NH:11][C:12]=3[C:13]([CH3:14])=[C:5]2[CH2:4]1.[C:20]1([CH:26]2[CH2:31][CH2:30][NH:29][CH2:28][CH2:27]2)[CH:25]=[CH:24][CH:23]=[CH:22][CH:21]=1.[K].O>CN(C)C(=O)C>[CH3:19][C:3]1([CH2:2][N:29]2[CH2:30][CH2:31][CH:26]([C:20]3[CH:25]=[CH:24][CH:23]=[CH:22][CH:21]=3)[CH2:27][CH2:28]2)[O:18][C:6]2=[C:7]([CH3:17])[C:8]3[CH2:9][C:10]([CH3:16])([CH3:15])[NH:11][C:12]=3[C:13]([CH3:14])=[C:5]2[CH2:4]1 |^1:31|. Reported procedure: A suspension of 3,5,6,7-tetrahydro-2-(iodomethyl)-2,4,6,6,8-pentamethyl-2H-furo[2,3-f]indole (1.11 g, 2.99 mmol), 4-phenylpiperidine (723 mg, 4.48 mmol) and potassium carboante (826 mg, 5.98 mmol) in N,N-dimethylacetamide (6 ml) was stirred for 3 hours at 180° C. under nitrogen atmosphere. To the reaction mixture was added water, and extracted three times with ethyl acetate. The organic layers were combined, washed with water and saturated brine, dried over magnesium sulfate, treated with an act... Reported procedure: A mixture of 4-(2,3-diaminobenzoyl)amino-3-methoxy-N-methyl-N-[4-methyl-2-[5-(4-methylpiperazin-1-yl)carbonylpent-1-yloxy]phenyl]benzamide (90 mg) and trimethyl orthoformate (1 ml) was refluxed for 4 hours. After removing excess reagent by evaporation, the residue was dissolved in chloroform and the solution was washed with water and saturated aqueous sodium bicarbonate solution. The organic layer was dried over magnesium sulfate and the solvent was evaporated in vacuo. The residue was purified ... Yields the product N1C=NC2=C1C=CC=C2C(=O)NC2=C(C=C(C(=O)N(C1=C(C=C(C=C1)C)OCCCCCC(=O)N1CCN(CC1)C)C)C=C2)OC (4-(1H-benzimidazol-4-yl)carbonylamino-3-methoxy-N-methyl-N-[4-methyl-2-[5-(4-methylpiperazin-1-yl)carbonylpent-1-yloxy]phenyl]benzamide). As a reaction SMILES: [NH2:1][C:2]1[C:44]([NH2:45])=[CH:43][CH:42]=[CH:41][C:3]=1[C:4]([NH:6][C:7]1[CH:38]=[CH:37][C:10]([C:11]([N:13]([CH3:36])[C:14]2[CH:19]=[CH:18][C:17]([CH3:20])=[CH:16][C:15]=2[O:21][CH2:22][CH2:23][CH2:24][CH2:25][CH2:26][C:27]([N:29]2[CH2:34][CH2:33][N:32]([CH3:35])[CH2:31][CH2:30]2)=[O:28])=[O:12])=[CH:9][C:8]=1[O:39][CH3:40])=[O:5].[CH:46](OC)(OC)OC>>[NH:45]1[C:44]2[CH:43]=[CH:42][CH:41]=[C:3]([C:4]([NH:6][C:7]3[CH:38]=[CH:37][C:10]([C:11]([N:13]([CH3:36])[C:14]4[CH:19]=[CH:18][C:17]([CH3:20])=[CH:16][C:15]=4[O:21][CH2:22][CH2:23][CH2:24][CH2:25][CH2:26][C:27]([N:29]4[CH2:34][CH2:33][N:32]([CH3:35])[CH2:31][CH2:30]4)=[O:28])=[O:12])=[CH:9][C:8]=3[O:39][CH3:40])=[O:5])[C:2]=2[N:1]=[CH:46]1. The reactants are NC1=C(C(=O)NC2=C(C=C(C(=O)N(C3=C(C=C(C=C3)C)OCCCCCC(=O)N3CCN(CC3)C)C)C=C2)OC)C=CC=C1N (4-(2,3-diaminobenzoyl)amino-3-methoxy-N-methyl-N-[4-methyl-2-[5-(4-methylpiperazin-1-yl)carbonylpent-1-yloxy]phenyl]benzamide), C(OC)(OC)OC (trimethyl orthoformate). The reactants are C(C)(C)(C)OC(=O)N1CC2=C(CC1)SC(=C2)C(=O)NCCC2=CC=C(OCC(=O)OCC)C=C2 (Ethyl 4-[2-[[(5-t-butoxycarbonyl-4,5,6,7-tetrahydrothieno[3,2-c]pyridin-2-yl)carbonyl]amino]ethyl]phenoxyacetate), [OH-].[Na+] (sodium hydroxide), Cl (hydrochloric acid). Run in C1CCOC1 (THF). Conditions: time 20 minute. Product: C(C)(C)(C)OC(=O)N1CC2=C(CC1)SC(=C2)C(=O)NCC(=O)C2=CC(=C(C=C2)OCC(=O)O)OCC(=O)O ([[4-[[[(5-t-butoxycarbonyl-4,5,6,7-tetrahydrothieno[3,2-c]pyridin-2-yl)carbonyl]amino]acetyl]-o-phenylene]dioxy]diacetic acid). Isolated yield 107.8%. RXN SMILES: [C:1]([O:5][C:6]([N:8]1[CH2:13][CH2:12][C:11]2[S:14][C:15]([C:17]([NH:19][CH2:20][CH2:21][C:22]3[CH:34]=[CH:33][C:25]([O:26][CH2:27][C:28]([O:30]CC)=[O:29])=[CH:24][CH:23]=3)=[O:18])=[CH:16][C:10]=2[CH2:9]1)=[O:7])([CH3:4])([CH3:3])[CH3:2].[OH-:35].[Na+].Cl>C1COCC1>[C:1]([O:5][C:6]([N:8]1[CH2:13][CH2:12][C:11]2[S:14][C:15]([C:17]([NH:19][CH2:20][C:21]([C:22]3[CH:34]=[CH:33][C:25]([O:26][CH2:27][C:28]([OH:30])=[O:29])=[C:24]([O:26][CH2:27][C:28]([OH:30])=[O:29])[CH:23]=3)=[O:35])=[O:18])=[CH:16][C:10]=2[CH2:9]1)=[O:7])([CH3:2])([CH3:4])[CH3:3] |f:1.2|. Procedure: To the solution of the compound prepared in Example 17 (a) (2 g) in THF (50 ml) was added an aqueous solution (50 ml) of sodium hydroxide (240 mg), and the mixture was stirred at room temperature for 20 minutes. After THF was evaporated under reduced pressure, the concentrated reaction mixture was acidified to pH 3.5 with 5N hydrochloric acid. Crystals deposited were collected by filtration and dried to give 1.21 g of [[4-[[[(5-t-butoxycarbonyl-4,5,6,7-tetrahydrothieno[3,2-c]pyridin-2-yl)carbony...